Dataset: the Open Reaction Database (ORD), a public repository of structured organic reaction records. Task: describe an organic reaction: reactants, conditions, products, and yield The reactants are CCOC(=O)C1(NC(=O)c2cccc(C)c2OC(C)C)Cc2ccc(OC)cc2C1, CCO, [K+], [OH-], O. Yields the product COc1ccc2c(c1)CC(NC(=O)c1cccc(C)c1OC(C)C)(C(=O)O)C2. As a reaction SMILES: [CH2:1]([CH3:2])[O:3][C:4](=[O:5])[C:6]1([NH:17][C:18]([c:19]2[c:20]([O:26][CH:27]([CH3:28])[CH3:29])[c:21]([CH3:25])[cH:22][cH:23][cH:24]2)=[O:30])[CH2:7][c:8]2[cH:9][cH:10][c:11]([O:15][CH3:16])[cH:12][c:13]2[CH2:14]1.[CH3:34][CH2:35][OH:36].[K+:32].[OH-:31].[OH2:33]>>[O:3]=[C:4]([OH:5])[C:6]1([NH:17][C:18]([c:19]2[c:20]([O:26][CH:27]([CH3:28])[CH3:29])[c:21]([CH3:25])[cH:22][cH:23][cH:24]2)=[O:30])[CH2:7][c:8]2[cH:9][cH:10][c:11]([O:15][CH3:16])[cH:12][c:13]2[CH2:14]1.